Dataset: the Open Reaction Database (ORD), a public repository of structured organic reaction records. Task: describe an organic reaction: reactants, conditions, products, and yield Reactants: CC1(CC=C(C=2C=C(C=CC12)C#CC1=CC=C(C(=O)O)C=C1)SCC)C (4-[(7,8-dihydro-8,8-dimethyl-5-ethylthionaphth-3-yl)ethynyl]benzoic acid), CC1(CC=C(C=2C=C(C=CC12)C#CC1=CC=C(C(=O)O)C=C1)SCC)C (4-[(7,8-dihydro-8,8-dimethyl-5-ethylthionaphth-3-yl)ethynyl]benzoic acid), CC1(CC=C(C=2C=C(C=CC12)C#CC1=CC=C(C(=O)OCC)C=C1)SCC1=CC=CC=C1)C (ethyl 4-[(7,8-dihydro-8,8-dimethyl-5-benzylthionaphth-3-yl)ethynyl]benzoate), CC1(CC=C(C=2C=C(C=CC12)C#CC1=CC=C(C(=O)OCC)C=C1)SCC1=CC=CC=C1)C (ethyl 4-[(7,8-dihydro-8,8-dimethyl-5-benzylthionaphth-3-yl)ethynyl]benzoate). Product: CC1(CC=C(C=2C=C(C=CC12)C#CC1=CC=C(C(=O)O)C=C1)SCC1=CC=CC=C1)C (4-[(7,8-dihydro-8,8-dimethyl-5-benzylthionaphth-3-yl)ethynyl]benzoic acid). RXN SMILES: CC1(C)C2C=CC(C#CC3C=CC(C(O)=O)=CC=3)=CC=2C(SCC)=CC1.[CH3:27][C:28]1([CH3:59])[C:37]2[CH:36]=[CH:35][C:34]([C:38]#[C:39][C:40]3[CH:50]=[CH:49][C:43]([C:44]([O:46]CC)=[O:45])=[CH:42][CH:41]=3)=[CH:33][C:32]=2[C:31]([S:51][CH2:52][C:53]2[CH:58]=[CH:57][CH:56]=[CH:55][CH:54]=2)=[CH:30][CH2:29]1>>[CH3:27][C:28]1([CH3:59])[C:37]2[CH:36]=[CH:35][C:34]([C:38]#[C:39][C:40]3[CH:50]=[CH:49][C:43]([C:44]([OH:46])=[O:45])=[CH:42][CH:41]=3)=[CH:33][C:32]=2[C:31]([S:51][CH2:52][C:53]2[CH:58]=[CH:57][CH:56]=[CH:55][CH:54]=2)=[CH:30][CH2:29]1. Reported procedure: Employing the same general procedure as for the preparation of 4-[(7,8-dihydro-8,8-dimethyl-5-ethylthionaphth-3-yl)ethynyl]benzoic acid (Compound 152), 100 mg (0.38 mmol) of ethyl 4-[(7,8-dihydro-8,8-dimethyl-5-benzylthionaphth-3-yl)ethynyl]benzoate (Compound 161) was converted into the title compound (white needles, recrystallized from a 50% solution of acetonitrile and ethyl acetate) using 2 ml of KOH (2N aqueous solution). Reactants: N1C=NC=2C=NC=CC21 (imidazo[4,5-c]pyridine), [H-].[Na+] (sodium hydride), BrCC1=CC=C(C(=O)OCC)C=C1 (ethyl 4-bromomethylbenzoate), [H][H] (hydrogen). The solvent is CN(C=O)C (dimethylformamide), C(C)(=O)OCC (ethyl acetate). Conditions: temperature 0 celsius, time 18 hour. The product is N1=CN(C=2C=NC=CC21)CC2=CC=C(C(=O)OCC)C=C2 (ethyl 4-(3H-imidazo[4,5-c]pyridin-3-ylmethyl)benzoate). RXN SMILES: [NH:1]1[C:9]2[CH:8]=[CH:7][N:6]=[CH:5][C:4]=2[N:3]=[CH:2]1.[H-].[Na+].[H][H].Br[CH2:15][C:16]1[CH:26]=[CH:25][C:19]([C:20]([O:22][CH2:23][CH3:24])=[O:21])=[CH:18][CH:17]=1>CN(C)C=O.C(OCC)(=O)C>[N:1]1[C:9]2[CH:8]=[CH:7][N:6]=[CH:5][C:4]=2[N:3]([CH2:15][C:16]2[CH:26]=[CH:25][C:19]([C:20]([O:22][CH2:23][CH3:24])=[O:21])=[CH:18][CH:17]=2)[CH:2]=1 |f:1.2|. Reported procedure: A stirred solution of imidazo[4,5-c]pyridine (10.0 g. 0.084 mol) in dry dimethylformamide (100 ml) at 18° C. under a nitrogen atmosphere, was treated with sodium hydride (5.04 g of 60% dispersion in mineral oil, 0.126 mol) in portions over a period of 5 minutes. The mixture was stirred for an additional 2.5 hours until hydrogen evolution had ceased. The mixture was cooled to 0° C., treated with ethyl 4-bromomethylbenzoate (22.6 g, 0.093 mol), allowed to warm up to room temperature and then stirr...